Task: describe an organic reaction: reactants, conditions, products, and yield. Dataset: the Open Reaction Database (ORD), a public repository of structured organic reaction records The reactants are C(C)C1=CC=CC=C1 (ethylbenzene), C1=CC=CC=C1 (benzene), C1=CC=CC=C1 (benzene), C1=CC=CC=C1 (benzene), C1=CC=CC=C1 (benzene), C1=CC=CC=C1 (benzene), C1=CC=CC=C1 (benzene), O (water), C1=CC=CC=C1 (benzene), C1=CC=CC=C1 (benzene). The product is C1(=CC=CC=C1)C(C)C (cumene). Reaction SMILES: [CH2:1]([C:3]1[CH:8]=[CH:7][CH:6]=[CH:5][CH:4]=1)[CH3:2].O.[CH:10]1C=CC=CC=1>>[C:3]1([CH:1]([CH3:10])[CH3:2])[CH:8]=[CH:7][CH:6]=[CH:5][CH:4]=1. Reported procedure: The benzene column 140 produces a benzene column overhead stream comprising benzene in a line 142‡ and a benzene column bottom stream comprising ethylbenzene and PEBs in the line 144. The overhead benzene stream in the line 142‡ may be provided with a water concentration of up to about 500 wppm and a temperature of at least about 120° C. and preferably greater than 125° and no more than about 170° C. A portion of the overhead benzene stream in the line 142‡ is diverted to the transalkylation rea... Run in C1CCOC1 (THF). Yields the product CN(C)CC1CC2=CC=C(C=C2CC1)OCC1=CC=C(C=C1)OCC1=CC=C(C=C1)OC (2-[(N,N-Dimethylamino)methyl]-6-[4-[(4-methoxybenzyl)oxy]benzyloxy]tetralin). As a reaction SMILES: N(C(OCC)=O)=NC(OCC)=O.[CH3:13][N:14]([CH2:16][CH:17]1[CH2:26][CH2:25][C:24]2[C:19](=[CH:20][CH:21]=[C:22]([OH:27])[CH:23]=2)[CH2:18]1)[CH3:15].[CH3:28][O:29][C:30]1[CH:45]=[CH:44][C:33]([CH2:34][O:35][C:36]2[CH:43]=[CH:42][C:39]([CH2:40]O)=[CH:38][CH:37]=2)=[CH:32][CH:31]=1.C1(P(C2C=CC=CC=2)C2C=CC=CC=2)C=CC=CC=1>C1COCC1>[CH3:15][N:14]([CH2:16][CH:17]1[CH2:26][CH2:25][C:24]2[C:19](=[CH:20][CH:21]=[C:22]([O:27][CH2:40][C:39]3[CH:42]=[CH:43][C:36]([O:35][CH2:34][C:33]4[CH:32]=[CH:31][C:30]([O:29][CH3:28])=[CH:45][CH:44]=4)=[CH:37][CH:38]=3)[CH:23]=2)[CH2:18]1)[CH3:13]. Starting materials: N(=NC(=O)OCC)C(=O)OCC (Diethyl azodicarboxylate), CN(C)CC1CC2=CC=C(C=C2CC1)O (2-[(N,N-dimethylamino)methyl]-6-hydroxytetralin), COC1=CC=C(COC2=CC=C(CO)C=C2)C=C1 (4-[(4-methoxybenzyl)oxy]benzylalcohol), C1(=CC=CC=C1)P(C1=CC=CC=C1)C1=CC=CC=C1 (triphenylphosphine). Procedure details: Diethyl azodicarboxylate (40% toluene solution, 1.91 g) was added dropwise to THF solution (6 ml) of 2-[(N,N-dimethylamino)methyl]-6-hydroxytetralin (300 mg), 4-[(4-methoxybenzyl)oxy]benzylalcohol (1.07 g) and triphenylphosphine (1.15 g) at room temperature, which was stirred for 12 hours. The reaction mixture was concentrated, and the residue was purified using alumina column chromatography (development solvent; hexane˜hexane:ethyl acetate=10:1), and recrystallized (ethyl acetate-hexane) to giv... The yield is 41.2%. Run at time 12 hour. Starting materials: C(C)(C)(C)OC(=O)C1=C(C=CC=C1)C1=CC=C(C=C1)CN1C(=NC(=C1C(=O)ON1C(CCC1=O)=O)CO)CCCC (succinimido 1-[(2'-t-butoxycarbonylbiphenyl-4-yl)methyl]-2-butyl-4-hydroxymethylimidazole-5-carboxylate), Cl.NCC(=O)OCC (ethyl glycinate hydrochloride). Run in C(C)N(CC)CC (triethylamine). Product: C(C)OC(=O)CNC(=O)C1=C(N=C(N1CC1=CC=C(C=C1)C1=C(C=CC=C1)C(=O)O)CCCC)CO (N-Ethoxycarbonylmethyl-2-butyl-1-[(2'-carboxybiphenyl-4-yl)methyl]-4-hydroxymethylimidazole-5-carboxamide). RXN SMILES: C([O:5][C:6]([C:8]1[CH:13]=[CH:12][CH:11]=[CH:10][C:9]=1[C:14]1[CH:19]=[CH:18][C:17]([CH2:20][N:21]2[C:25]([C:26](ON3C(=O)CCC3=O)=[O:27])=[C:24]([CH2:36][OH:37])[N:23]=[C:22]2[CH2:38][CH2:39][CH2:40][CH3:41])=[CH:16][CH:15]=1)=[O:7])(C)(C)C.Cl.[NH2:43][CH2:44][C:45]([O:47][CH2:48][CH3:49])=[O:46]>C(N(CC)CC)C>[CH2:48]([O:47][C:45]([CH2:44][NH:43][C:26]([C:25]1[N:21]([CH2:20][C:17]2[CH:16]=[CH:15][C:14]([C:9]3[CH:10]=[CH:11][CH:12]=[CH:13][C:8]=3[C:6]([OH:7])=[O:5])=[CH:19][CH:18]=2)[C:22]([CH2:38][CH2:39][CH2:40][CH3:41])=[N:23][C:24]=1[CH2:36][OH:37])=[O:27])=[O:46])[CH3:49] |f:1.2|. Reported procedure: Following a procedure similar to that described in Example 53, but using 0.307 g of succinimido 1-[(2'-t-butoxycarbonylbiphenyl-4-yl)methyl]-2-butyl-4-hydroxymethylimidazole-5-carboxylate [prepared as described in Example 52(a)], 89 mg of ethyl glycinate hydrochloride and 0.089 ml of triethylamine, 0.202 g of the Starting materials: C1OC(/C=C/[C@@H]2[C@H]3CC(O[C@H]3C[C@H]2OC(C2=CC=CC=C2)=O)=O)(COC2=CC3=CC=CC=C3C=C2)OC1 ((1S,5R,6R,7R)-6-[(E)-3,3-ethylenedioxy-4-(2-naphthyloxy)-1-butenyl]-7-benzoyloxy-2-oxabicyclo[3,3,0]octan-3-one), Cl (hydrochloric acid), C([O-])([O-])=O.[K+].[K+] (potassium carbonate), CO (methanol). The solvent is [Cl-].[Na+].O (brine). The product is C1OC(/C=C/[C@@H]2[C@H]3CC(O[C@H]3C[C@H]2O)=O)(COC2=CC3=CC=CC=C3C=C2)OC1 ((1S,5R,6R,7R)-6-[(E)-3,3-Ethylenedioxy-4-(2-naphthyloxy)-1-butenyl]-7-hydroxy-2-oxabicyclo[3,3,0]octan-3-one). Reaction SMILES: [CH2:1]1[CH2:37][O:36][C:3]([CH2:24][O:25][C:26]2[CH:35]=[CH:34][C:33]3[C:28](=[CH:29][CH:30]=[CH:31][CH:32]=3)[CH:27]=2)(/[CH:4]=[CH:5]/[C@H:6]2[C@H:13]([O:14]C(=O)C3C=CC=CC=3)[CH2:12][C@H:11]3[C@@H:7]2[CH2:8][C:9](=[O:23])[O:10]3)[O:2]1.C(=O)([O-])[O-].[K+].[K+].CO.Cl>[Cl-].[Na+].O>[CH2:1]1[CH2:37][O:36][C:3]([CH2:24][O:25][C:26]2[CH:35]=[CH:34][C:33]3[C:28](=[CH:29][CH:30]=[CH:31][CH:32]=3)[CH:27]=2)(/[CH:4]=[CH:5]/[C@H:6]2[C@H:13]([OH:14])[CH2:12][C@H:11]3[C@@H:7]2[CH2:8][C:9](=[O:23])[O:10]3)[O:2]1 |f:1.2.3,6.7.8|. Procedure: A mixture of 500 mg. of (1S,5R,6R,7R)-6-[(E)-3,3-ethylenedioxy-4-(2-naphthyloxy)-1-butenyl]-7-benzoyloxy-2-oxabicyclo[3,3,0]octan-3-one (prepared according to Example 1[a]), 138 mg. of anhydrous potassium carbonate, and 20 ml. of methanol was stirred for 2 hours at room temperature under an argon atmosphere. The mixture was then diluted with 20 ml. of 0.1N hydrochloric acid, agitated for 10 minutes, diluted with brine, and extracted with methylene chloride. The organic phase was washed with brin... Reactants: COC(=O)C=1SC(=CC1N1[C@@H](CCCC1=O)C1CCCCC1)C#CC(C)(C)C (3-((S)-2-cyclohexyl-6-oxo-piperidin-1-yl)-5-(3,3-dimethyl-but-1-ynyl)-thiophene-2-carboxylic acid methyl ester), C[Si](C)(C)[N-][Si](C)(C)C.[Na+] (NaHMDS), CC1([C@@H]2CC[C@]13CS(=O)(=O)N4C3(C2)O4)C ((S)-(+)-(camphorsulfonyl)oxaziridine). Run in C1CCOC1 (THF), C1CCOC1 (THF). Reaction conditions: temperature -78 celsius, time 1.5 hour. The product is COC(=O)C=1SC(=CC1N1C([C@H](CC[C@H]1C1CCCCC1)O)=O)C#CC(C)(C)C (3-((3S,6S)-6-Cyclohexyl-3-hydroxy-2-oxo-piperidin-1-yl)-5-(3,3-dimethyl-but-1-ynyl)-thiophene-2-carboxylic acid methyl ester). Isolated yield 45.1%. Reaction SMILES: [CH3:1][O:2][C:3]([C:5]1[S:6][C:7]([C:23]#[C:24][C:25]([CH3:28])([CH3:27])[CH3:26])=[CH:8][C:9]=1[N:10]1[C:15](=[O:16])[CH2:14][CH2:13][CH2:12][C@H:11]1[CH:17]1[CH2:22][CH2:21][CH2:20][CH2:19][CH2:18]1)=[O:4].C[Si]([N-][Si](C)(C)C)(C)C.[Na+].CC1(C)[C@@]23C4(ON4S(=O)(=[O:47])C2)C[C@H]1CC3>C1COCC1>[CH3:1][O:2][C:3]([C:5]1[S:6][C:7]([C:23]#[C:24][C:25]([CH3:28])([CH3:27])[CH3:26])=[CH:8][C:9]=1[N:10]1[C@H:11]([CH:17]2[CH2:22][CH2:21][CH2:20][CH2:19][CH2:18]2)[CH2:12][CH2:13][C@H:14]([OH:47])[C:15]1=[O:16])=[O:4] |f:1.2|. Reported procedure: To a solution of 3-((S)-2-cyclohexyl-6-oxo-piperidin-1-yl)-5-(3,3-dimethyl-but-1-ynyl)-thiophene-2-carboxylic acid methyl ester (3.2 g, 7.97 mmol, 1.0 equiv) in THF (15.0 ml) was added NaHMDS (1.0 M in THF) at −78° C. and the resulting solution was stirred at −78° C. for 1.5 hours. To this solution was then added a solution of (S)-(+)-(camphorsulfonyl)oxaziridine (3.65 g, 15.94 mmol, 2.0 equiv) in THF (10 ml) and the reaction mixture was stirred at −78° C. for 3 hours. The reaction was quenched ...